This data is from the Open Reaction Database (ORD), a public repository of structured organic reaction records. The task is: describe an organic reaction: reactants, conditions, products, and yield Starting materials: Cl (hydrochloride), BrC1=CC(=C(C#N)C=C1)C (4-bromo-2-methylbenzonitrile), CN(P(N(C)C)(N(C)C)=O)C (hexamethylphosphoric triamide), Cl (hydrochloric acid), Cl (hydrochloride), CNC (dimethylamine), C(CCC)[Li] (n-butyl lithium), CCCCCC (hexane), C(#N)C1=NC=CC=C1 (2-cyanopyridine). Solvent: O1CCCC1 (tetrahydrofuran), O1CCCC1 (tetrahydrofuran), O1CCCC1 (tetrahydrofuran). Reaction conditions: temperature -78 celsius, time 30 minute. Yields the product Cl.NC1=NC(=CC2=CC(=CC=C12)Br)C1=NC=CC=C1 (1-Amino-6-bromo-3-(2-pyridyl)isoquinoline hydrochloride). As a reaction SMILES: CNC.C([Li])CCC.CCCCCC.CN(C)P(=O)(N(C)C)N(C)C.[Br:26][C:27]1[CH:34]=[CH:33][C:30]([C:31]#[N:32])=[C:29]([CH3:35])[CH:28]=1.[C:36]([C:38]1[CH:43]=[CH:42][CH:41]=[CH:40][N:39]=1)#[N:37].[ClH:44]>O1CCCC1>[ClH:44].[NH2:32][C:31]1[C:30]2[C:29](=[CH:28][C:27]([Br:26])=[CH:34][CH:33]=2)[CH:35]=[C:36]([C:38]2[CH:43]=[CH:42][CH:41]=[CH:40][N:39]=2)[N:37]=1 |f:8.9|. Reported procedure: To a solution of 10.5 g (0.23 mol) of dimethylamine in 80 ml of tetrahydrofuran, 100 ml of 15% (w/v) n-butyl lithium in hexane (0.23 mol) were added under a nitrogen atmosphere. After 30 minutes, 18 g (0.1 mol) of hexamethylphosphoric triamide (HMPTA) were added, after which the mixture was cooled to -78° C. To the light-yellow solution obtained, 19.6 g (0.1 mol) of 4-bromo-2-methylbenzonitrile in 60 ml of anhydrous tetrahydrofuran were added in the course of 10 minutes, after which the deep red... Starting materials: CCCCO, C=Cc1ccncc1, c1ccc2oc(NC3CCNCC3)nc2c1. Product: c1ccc2oc(NC3CCN(CCc4ccncc4)CC3)nc2c1. RXN SMILES: [CH2:25]([OH:26])[CH2:27][CH2:28][CH3:29].[CH:1](=[CH2:2])[c:3]1[cH:4][cH:5][n:6][cH:7][cH:8]1.[NH:9]1[CH2:10][CH2:11][CH:12]([NH:15][c:16]2[o:17][c:18]3[c:19]([n:20]2)[cH:21][cH:22][cH:23][cH:24]3)[CH2:13][CH2:14]1>>[CH2:1]([CH2:2][N:9]1[CH2:10][CH2:11][CH:12]([NH:15][c:16]2[o:17][c:18]3[c:19]([n:20]2)[cH:21][cH:22][cH:23][cH:24]3)[CH2:13][CH2:14]1)[c:3]1[cH:4][cH:5][n:6][cH:7][cH:8]1. Reactants: C(C1=CC=CC=C1)[C@@H](C(=O)N[C@@H](CC=1N=CSC1)C(=O)N[C@@H](CC1CCCCC1)[C@@H]1C[C@H](C(O1)=O)C)CC(=O)N1CCOCC1 ((3R, 5S)-5-[(1S)-1{N-[2(R)-benzyl-3-(morpholinocarbonyl)propionyl]-3-(4-thiazolyl)-L-alanyl}amino-2-cyclohexylethyl]-3-methyldihydrofuran-2(3H) -one), CN (methylamine). Run in CO (methanol). Reaction conditions: time 1 hour. Yields the product C(C1=CC=CC=C1)[C@@H](C(=O)N[C@@H](CC=1N=CSC1)C(=O)N[C@H]([C@H](C[C@H](C(=O)NC)C)O)CC1CCCCC1)CC(=O)N1CCOCC1 ((2R, 4S, 5S)-5-{N-[2(R)-Benzyl-3-(morpholinocarbonyl)propionyl]-3-(4-thiazolyl)-L-alanyl}amino-6-cyclohexyl-4-hydroxy-2,N-dimethylhexanamide). As a reaction SMILES: [CH2:1]([C@H:8]([CH2:37][C:38]([N:40]1[CH2:45][CH2:44][O:43][CH2:42][CH2:41]1)=[O:39])[C:9]([NH:11][C@H:12]([C:19]([NH:21][C@H:22]([C@H:30]1[O:34][C:33](=[O:35])[C@H:32]([CH3:36])[CH2:31]1)[CH2:23][CH:24]1[CH2:29][CH2:28][CH2:27][CH2:26][CH2:25]1)=[O:20])[CH2:13][C:14]1[N:15]=[CH:16][S:17][CH:18]=1)=[O:10])[C:2]1[CH:7]=[CH:6][CH:5]=[CH:4][CH:3]=1.[CH3:46][NH2:47]>CO>[CH2:1]([C@H:8]([CH2:37][C:38]([N:40]1[CH2:41][CH2:42][O:43][CH2:44][CH2:45]1)=[O:39])[C:9]([NH:11][C@H:12]([C:19]([NH:21][C@@H:22]([CH2:23][CH:24]1[CH2:25][CH2:26][CH2:27][CH2:28][CH2:29]1)[C@@H:30]([OH:34])[CH2:31][C@@H:32]([CH3:36])[C:33]([NH:47][CH3:46])=[O:35])=[O:20])[CH2:13][C:14]1[N:15]=[CH:16][S:17][CH:18]=1)=[O:10])[C:2]1[CH:3]=[CH:4][CH:5]=[CH:6][CH:7]=1. Procedure details: A solution of 200 mg (0.313 mmole) of (3R, 5S)-5-[(1S)-1{N-[2(R)-benzyl-3-(morpholinocarbonyl)propionyl]-3-(4-thiazolyl)-L-alanyl}amino-2-cyclohexylethyl]-3-methyldihydrofuran-2(3H) -one [prepared as described in Preparation 21(a) above] in 2 ml of methanol was added, whilst ice-cooling, to 2.5 ml of a 40% by volume methanolic solution of methylamine, and the mixture was allowed to stand at room temperature for 1 hour. At the end of this time, any excess of the methylamine and the methanol were ... Starting materials: ClC[Si](OCC)(OCC)OCC (ClCH2Si(OEt)3), [Si](Cl)(Cl)(OCC)OCC (SiCl2(OEt)2). The solvent is C1CCOC1 (THF). Yields the product [Si](OCC)(OCC)(OCC)C[Si](OCC)(OCC)C[Si](OCC)(OCC)OCC ((EtO)3Si—CH2—Si(OEt)2-CH2—Si(OEt)3). The yield is 90.0%. As a reaction SMILES: Cl[CH2:2][Si:3]([O:10][CH2:11][CH3:12])([O:7][CH2:8][CH3:9])[O:4][CH2:5][CH3:6].[Si:13]([O:19][CH2:20][CH3:21])([O:16][CH2:17][CH3:18])(Cl)Cl>C1COCC1>[Si:3]([CH2:2][Si:13]([CH2:2][Si:3]([O:4][CH2:5][CH3:6])([O:10][CH2:11][CH3:12])[O:7][CH2:8][CH3:9])([O:19][CH2:20][CH3:21])[O:16][CH2:17][CH3:18])([O:10][CH2:11][CH3:12])([O:7][CH2:8][CH3:9])[O:4][CH2:5][CH3:6]. Procedure: 2 molar equivalents of ClCH2Si(OEt)3, 2 molar equivalents of Mg (sanded ribbon), and molar 1 equivalent of SiCl2(OEt)2 were added in flask with THF (Na treated) under N2. The mixture was stirred at room temperature until Mg disappeared. THF was removed by distillation. Pentane was added to extract the intermediate and then filtered to separate solid. After distillation of pentane, >90% yield crude (EtO)3Si—CH2—Si(OEt)2-CH2—Si(OEt)3 was obtained. (EtO)3Si—CH2—Si(OEt)2-CH2—Si(OEt)3 was directly re... Reactants: CC(=O)O, ClCCCl, O=CCCl, Cl, FC1CCNC1, [Na+], [OH-]. Product: FC1CCN(CCCl)C1. Reaction SMILES: [C:16]([OH:17])(=[O:18])[CH3:19].[Cl:12][CH2:13][CH2:14][Cl:15].[Cl:8][CH2:9][CH:10]=[O:11].[ClH:1].[F:2][CH:3]1[CH2:4][NH:5][CH2:6][CH2:7]1.[Na+:21].[OH-:20]>>[F:2][CH:3]1[CH2:4][N:5]([CH2:10][CH2:9][Cl:8])[CH2:6][CH2:7]1. Starting materials: COC(=O)c1cc(OCc2ccccc2)c2c(c1)C(=O)N(CC(C)C)CC2, CO. Yields the product COC(=O)c1cc(O)c2c(c1)C(=O)N(CC(C)C)CC2. As a reaction SMILES: [CH2:1]([c:2]1[cH:3][cH:4][cH:5][cH:6][cH:7]1)[O:8][c:9]1[c:10]2[c:15]([cH:16][c:17]([C:19](=[O:20])[O:21][CH3:22])[cH:18]1)[C:14](=[O:23])[N:13]([CH2:24][CH:25]([CH3:26])[CH3:27])[CH2:12][CH2:11]2.[CH3:28][OH:29]>>[OH:8][c:9]1[c:10]2[c:15]([cH:16][c:17]([C:19](=[O:20])[O:21][CH3:22])[cH:18]1)[C:14](=[O:23])[N:13]([CH2:24][CH:25]([CH3:26])[CH3:27])[CH2:12][CH2:11]2.